From a dataset of the Open Reaction Database (ORD), a public repository of structured organic reaction records. describe an organic reaction: reactants, conditions, products, and yield Starting materials: COC1=C(C#N)C=CC(=C1)N1C(C(C(C1C)=O)(C)C)=O (2-methoxy-4-(3,3,5-trimethyl-2,4-dioxopyrrolidin-1-yl)benzonitrile), C(C)(CC)[BH-](C(C)CC)C(C)CC.[Li+].C1CCOC1 (lithium tri(sec-butyl)borohydride THF). Product: O[C@@H]1C(C(N([C@@H]1C)C1=CC(=C(C#N)C=C1)OC)=O)(C)C (rac-4-[(4R,5R)-4-hydroxy-3,3,5-trimethyl-2-oxopyrrolidin-1-yl]-2-methoxybenzonitrile), solid. Yield: 74.0%. As a reaction SMILES: [CH3:1][O:2][C:3]1[CH:10]=[C:9]([N:11]2[CH:15]([CH3:16])[C:14](=[O:17])[C:13]([CH3:19])([CH3:18])[C:12]2=[O:20])[CH:8]=[CH:7][C:4]=1[C:5]#[N:6].C([BH-](C(CC)C)C(CC)C)(CC)C.[Li+].C1COCC1>>[OH:17][C@H:14]1[C@@H:15]([CH3:16])[N:11]([C:9]2[CH:8]=[CH:7][C:4]([C:5]#[N:6])=[C:3]([O:2][CH3:1])[CH:10]=2)[C:12](=[O:20])[C:13]1([CH3:18])[CH3:19] |f:1.2.3|. Procedure details: Using 2-methoxy-4-(3,3,5-trimethyl-2,4-dioxopyrrolidin-1-yl)benzonitrile (100 mg) and lithium tri(sec-butyl)borohydride-THF solution (0.551 mL, 1 mol/L), and in the same manner as in Example 5, the title compound was obtained as a colorless solid (yield: 75 mg, 74%). Reactants: NC1=NC(=CC(=N1)N)N(N)C (2,4-diamino-6-(1-methylhydrazino)pyrimidine), C(C(=O)C)(=O)OC (methyl pyruvate). The solvent is CO (methanol). Run at time 5 hour. Product: NC1=NC(=NC=2N(N=C(C(C21)=O)C)C)N (5,7-diamino-1,3-dimethylpyrimido(4,5-c)-pyridazine-4-(1H)-one). Yield: 76.0%. Reaction SMILES: [NH2:1][C:2]1[N:7]=[C:6]([NH2:8])[CH:5]=[C:4]([N:9]([CH3:11])[NH2:10])[N:3]=1.[C:12](OC)(=[O:16])[C:13]([CH3:15])=O>CO>[NH2:8][C:6]1[C:5]2[C:12](=[O:16])[C:13]([CH3:15])=[N:10][N:9]([CH3:11])[C:4]=2[N:3]=[C:2]([NH2:1])[N:7]=1. Procedure details: To a refluxing solution of 2,4-diamino-6-(1-methylhydrazino)pyrimidine (500 mg) in anhydrous methanol (15 ml) was added methyl pyruvate (496 mg) over a five minute period. Reflux was continued for 5 hours after which time the solid which had separated was collected by suction filtration of the hot mixture, washed with methanol, and dried under vacuum at 70° C. to yield tan crystals of 5,7-diamino-1,3-dimethylpyrimido(4,5-c)-pyridazine-4-(1H)-one (508 mg; 76% of theoretical yield; m.p.>275° C.). Starting materials: CCN=C=NCCCN(C)C, COc1ccc(C(=O)NN)cc1, Nc1ccc(C(=O)O)cc1[N+](=O)[O-], CN(C)C=O, O, On1nnc2ccccc21. Product: COc1ccc(C(=O)NNC(=O)c2ccc(N)c([N+](=O)[O-])c2)cc1. Reaction SMILES: [CH3:24][CH2:25][N:26]=[C:27]=[N:28][CH2:29][CH2:30][CH2:31][N:32]([CH3:33])[CH3:34].[CH3:35][O:36][c:37]1[cH:38][cH:39][c:40]([C:41](=[O:42])[NH:43][NH2:44])[cH:45][cH:46]1.[NH2:1][c:2]1[c:3]([N+:11](=[O:12])[O-:13])[cH:4][c:5]([C:6](=[O:7])[OH:8])[cH:9][cH:10]1.[O:47]=[CH:48][N:49]([CH3:50])[CH3:51].[OH2:52].[OH:14][n:15]1[c:16]2[c:17]([cH:18][cH:19][cH:20][cH:21]2)[n:22][n:23]1>>[NH2:1][c:2]1[c:3]([N+:11](=[O:12])[O-:13])[cH:4][c:5]([C:6](=[O:8])[NH:44][NH:43][C:41]([c:40]2[cH:39][cH:38][c:37]([O:36][CH3:35])[cH:46][cH:45]2)=[O:42])[cH:9][cH:10]1.